From a dataset of the Open Reaction Database (ORD), a public repository of structured organic reaction records. describe an organic reaction: reactants, conditions, products, and yield Starting materials: FC1=C(C=CC=C1)CC(=O)O (2-fluorophenylacetic acid), O=S(Cl)Cl (SOCl2). Run in C(Cl)Cl (CH2Cl2). Yields the product FC1=C(C=CC=C1)CC(=O)Cl (2-fluorobenzeneacetyl chloride). Reaction SMILES: [F:1][C:2]1[CH:7]=[CH:6][CH:5]=[CH:4][C:3]=1[CH2:8][C:9]([OH:11])=O.O=S(Cl)[Cl:14]>C(Cl)Cl>[F:1][C:2]1[CH:7]=[CH:6][CH:5]=[CH:4][C:3]=1[CH2:8][C:9]([Cl:14])=[O:11]. Procedure details: To a solution of 2-fluorophenylacetic acid (450 g, 3.0 mol) in CH2Cl2 (900 mL) is added SOCl2 (714 g, 6 mol) dropwise. After addition is complete, the reaction mixture is heated to reflux for 2 hours. Subsequently, the solvent is removed in vacuo after which vacuum distillation of the resulting oil provides 2-fluorobenzeneacetyl chloride. The reactants are FC1=CC=C(C=C1)CC1=CN=C2C(=C(C(NC2=C1)=O)C(=O)OCC)O (ethyl 7-[(4-fluorophenyl)methyl]-4-hydroxy-2-oxo-1,2-dihydro-1,5-naphthyridine-3-carboxylate), NCCC1=NC=CC=C1 (2-(2-aminoethyl)pyridine). The product is FC1=CC=C(C=C1)CC1=CN=C2C(=C(C(NC2=C1)=O)C(=O)NCCC1=NC=CC=C1)O (7-[(4-Fluorophenyl)methyl]-4-hydroxy-2-oxo-N-[2-(2-pyridinyl)ethyl-]1,2-dihydro-1,5-naphthyridine-3-carboxamide). As a reaction SMILES: [F:1][C:2]1[CH:7]=[CH:6][C:5]([CH2:8][C:9]2[CH:18]=[C:17]3[C:12]([C:13]([OH:25])=[C:14]([C:20](OCC)=[O:21])[C:15](=[O:19])[NH:16]3)=[N:11][CH:10]=2)=[CH:4][CH:3]=1.[NH2:26][CH2:27][CH2:28][C:29]1[CH:34]=[CH:33][CH:32]=[CH:31][N:30]=1>>[F:1][C:2]1[CH:3]=[CH:4][C:5]([CH2:8][C:9]2[CH:18]=[C:17]3[C:12]([C:13]([OH:25])=[C:14]([C:20]([NH:26][CH2:27][CH2:28][C:29]4[CH:34]=[CH:33][CH:32]=[CH:31][N:30]=4)=[O:21])[C:15](=[O:19])[NH:16]3)=[N:11][CH:10]=2)=[CH:6][CH:7]=1. Procedure: This compound was prepared from ethyl 7-[(4-fluorophenyl)methyl]-4-hydroxy-2-oxo-1,2-dihydro-1,5-naphthyridine-3-carboxylate and 2-(2-aminoethyl)pyridine employing methods similar to those described in Example 2 and was obtained as a white solid: 1H NMR (CF3CO2D) δ 8.84 (1H, d, J=6 Hz), 8.79 (1H, s), 8.71 (1H, t, J=8 Hz), 8.55 (1H s), 8.20 (1H, d, J=8 Hz), 8.11 (1H, t, J=7 Hz), 7.35 (2H, dd, J=8.6, 5.3 Hz), 7.20 (2H, t, J=8.6 Hz), 4.48 (2H, s), 4.26 (2H, t, J=7 Hz), 3.75 (2H, t, J=7 Hz); ES+ MS:... The reactants are CCCC1CCC(C2CCC(CCC=COC)CC2)CC1, Cc1ccccc1, O=CO. Yields the product CCCC1CCC(C2CCC(CCCC=O)CC2)CC1. RXN SMILES: [CH3:1][O:2][CH:3]=[CH:4][CH2:5][CH2:6][CH:7]1[CH2:8][CH2:9][CH:10]([CH:13]2[CH2:14][CH2:15][CH:16]([CH2:19][CH2:20][CH3:21])[CH2:17][CH2:18]2)[CH2:11][CH2:12]1.[CH3:25][c:26]1[cH:27][cH:28][cH:29][cH:30][cH:31]1.[CH:22]([OH:23])=[O:24]>>[O:2]=[CH:3][CH2:4][CH2:5][CH2:6][CH:7]1[CH2:8][CH2:9][CH:10]([CH:13]2[CH2:14][CH2:15][CH:16]([CH2:19][CH2:20][CH3:21])[CH2:17][CH2:18]2)[CH2:11][CH2:12]1. The reactants are IC1=NNC=2C=CC=C(C12)C#N (3-iodo-1H-indazole-4-carbonitrile), C1CC=COC1 (DHP), CC=1C=CC(=CC1)S(=O)(=O)O (TsOH). Run in C1CCOC1 (THF). Reaction conditions: temperature 85 celsius. The product is IC1=NN(C=2C=CC=C(C12)C#N)C1OCCCC1 (3-iodo-1-(tetrahydro-2H-pyran-2-yl)-1H-indazole-4-carbonitrile). The yield is 84.4%. Reaction SMILES: [I:1][C:2]1[C:10]2[C:9]([C:11]#[N:12])=[CH:8][CH:7]=[CH:6][C:5]=2[NH:4][N:3]=1.[CH2:13]1[CH2:18][O:17][CH:16]=[CH:15][CH2:14]1.CC1C=CC(S(O)(=O)=O)=CC=1>C1COCC1>[I:1][C:2]1[C:10]2[C:9]([C:11]#[N:12])=[CH:8][CH:7]=[CH:6][C:5]=2[N:4]([CH:16]2[CH2:15][CH2:14][CH2:13][CH2:18][O:17]2)[N:3]=1. Procedure: A mixture of 3-iodo-1H-indazole-4-carbonitrile (3.0 g, 11.1 mmol), DHP (1.84 g, 22.2 mmol), and TsOH (212 mg, 1.1 mmol) in THF (40 mL) under nitrogen was heated at 85° C. overnight. The reaction mixture was quenched with water (40 mL) and extracted with EtOAc (50 mL×3). The combined extracts were washed with brine, dried (MgSO4), filtered, and concentrated in vacuo. The residue was purified by SiO2 chromatography using petroleum ether/EtOAc (5:1) to afford 3-iodo-1-(tetrahydro-2H-pyran-2-yl)-1H-... Reactants: CNC, CC#N, [O-][Cl+3]([O-])([O-])[O-], [Li+], c1ccc(CC2CO2)cc1, C1CCOC1. Yields the product CN(C)CC(O)Cc1ccccc1. Reaction SMILES: [CH3:17][NH:18][CH3:19].[CH3:25][C:26]#[N:27].[Cl+3:11]([O-:12])([O-:13])([O-:14])[O-:15].[Li+:16].[O:1]1[CH:2]([CH2:3][c:4]2[cH:5][cH:6][cH:7][cH:8][cH:9]2)[CH2:10]1.[O:20]1[CH2:21][CH2:22][CH2:23][CH2:24]1>>[OH:1][CH:2]([CH2:3][c:4]1[cH:5][cH:6][cH:7][cH:8][cH:9]1)[CH2:10][N:18]([CH3:17])[CH3:19]. The reactants are CC(=O)O[BH-](OC(C)=O)OC(C)=O, C=O, CC(C)c1cnc(NC(=O)Cc2csc(NCCN3CCN(C)CC3)n2)s1, ClC(Cl)Cl, [Na+], O. Product: CC(C)c1cnc(NC(=O)Cc2csc(N(C)CCN3CCN(C)CC3)n2)s1. RXN SMILES: [C:31]([O:32][BH-:33]([O:34][C:35](=[O:36])[CH3:37])[O:38][C:39](=[O:40])[CH3:41])(=[O:42])[CH3:43].[CH2:28]=[O:29].[CH:1]([CH3:2])([CH3:3])[c:4]1[cH:5][n:6][c:7]([NH:9][C:10]([CH2:11][c:12]2[n:13][c:14]([NH:17][CH2:18][CH2:19][N:20]3[CH2:21][CH2:22][N:23]([CH3:26])[CH2:24][CH2:25]3)[s:15][cH:16]2)=[O:27])[s:8]1.[Cl:45][CH:46]([Cl:47])[Cl:48].[Na+:44].[OH2:30]>>[CH:1]([CH3:2])([CH3:3])[c:4]1[cH:5][n:6][c:7]([NH:9][C:10]([CH2:11][c:12]2[n:13][c:14]([N:17]([CH2:18][CH2:19][N:20]3[CH2:21][CH2:22][N:23]([CH3:26])[CH2:24][CH2:25]3)[CH3:31])[s:15][cH:16]2)=[O:27])[s:8]1. Reactants: CC(=O)OC(C)(C)C, C1CCOC1, [Li]CCCC, CSc1nccc(C=O)n1, CC(C)NC(C)C, [Cl-], [NH4+]. Yields the product CSc1nccc(C(O)CC(=O)OC(C)(C)C)n1. RXN SMILES: [C:13]([CH3:14])(=[O:15])[O:16][C:17]([CH3:18])([CH3:19])[CH3:20].[CH2:33]1[O:34][CH2:35][CH2:36][CH2:37]1.[CH2:8]([Li:9])[CH2:10][CH2:11][CH3:12].[CH3:21][S:22][c:23]1[n:24][cH:25][cH:26][c:27]([CH:29]=[O:30])[n:28]1.[CH:1]([NH:2][CH:3]([CH3:4])[CH3:5])([CH3:6])[CH3:7].[Cl-:31].[NH4+:32]>>[C:13]([CH2:14][CH:29]([c:27]1[cH:26][cH:25][n:24][c:23]([S:22][CH3:21])[n:28]1)[OH:30])(=[O:15])[O:16][C:17]([CH3:18])([CH3:19])[CH3:20].